Dataset: the Open Reaction Database (ORD), a public repository of structured organic reaction records. Task: describe an organic reaction: reactants, conditions, products, and yield Starting materials: CCN=C=NCCCN(C)C, CC#N, Cl, O=C(O)c1ccc(F)c2ccccc12, NC(Cc1cccc(S(=O)(=O)C(F)(F)F)c1)C(O)c1ccc(F)cc1, O, O, On1nnc2ccccc21. The product is O=C(NC(Cc1cccc(S(=O)(=O)C(F)(F)F)c1)C(O)c1ccc(F)cc1)c1ccc(F)c2ccccc12. RXN SMILES: [CH2:41]([N:42]=[C:43]=[N:44][CH2:45][CH2:46][CH2:47][N:48]([CH3:49])[CH3:50])[CH3:51].[CH3:63][C:64]#[N:65].[ClH:40].[F:26][c:27]1[cH:28][cH:29][c:30]([C:37](=[O:38])[OH:39])[c:31]2[cH:32][cH:33][cH:34][cH:35][c:36]12.[NH2:1][CH:2]([CH:3]([OH:4])[c:5]1[cH:6][cH:7][c:8]([F:11])[cH:9][cH:10]1)[CH2:12][c:13]1[cH:14][c:15]([S:19](=[O:20])(=[O:21])[C:22]([F:23])([F:24])[F:25])[cH:16][cH:17][cH:18]1.[OH2:52].[OH2:66].[OH:53][n:54]1[c:55]2[cH:56][cH:57][cH:58][cH:59][c:60]2[n:61][n:62]1>>[NH:1]([CH:2]([CH:3]([OH:4])[c:5]1[cH:6][cH:7][c:8]([F:11])[cH:9][cH:10]1)[CH2:12][c:13]1[cH:14][c:15]([S:19](=[O:20])(=[O:21])[C:22]([F:23])([F:24])[F:25])[cH:16][cH:17][cH:18]1)[C:37]([c:30]1[cH:29][cH:28][c:27]([F:26])[c:36]2[c:31]1[cH:32][cH:33][cH:34][cH:35]2)=[O:38]. The reactants are CO, ClCCl, Cl, Cl, Cl, O=C(Cl)Cc1ccccc1, C1=C(c2cc3c(Nc4ccc5[nH]ncc5c4)ncnc3[nH]2)CCNC1. Reaction SMILES: [CH3:39][OH:40].[Cl:41][CH2:42][Cl:43].[ClH:1].[ClH:2].[ClH:3].[c:29]1([CH2:35][C:36](=[O:37])[Cl:38])[cH:30][cH:31][cH:32][cH:33][cH:34]1.[nH:4]1[n:5][cH:6][c:7]2[cH:8][c:9]([NH:13][c:14]3[c:15]4[c:16]([n:17][cH:18][n:19]3)[nH:20][c:21]([C:23]3=[CH:28][CH2:27][NH:26][CH2:25][CH2:24]3)[cH:22]4)[cH:10][cH:11][c:12]12>>[nH:4]1[n:5][cH:6][c:7]2[cH:8][c:9]([NH:13][c:14]3[c:15]4[c:16]([n:17][cH:18][n:19]3)[nH:20][c:21]([C:23]3=[CH:28][CH2:27][N:26]([C:36]([CH2:35][c:29]5[cH:30][cH:31][cH:32][cH:33][cH:34]5)=[O:37])[CH2:25][CH2:24]3)[cH:22]4)[cH:10][cH:11][c:12]12. Yields the product O=C(Cc1ccccc1)N1CC=C(c2cc3c(Nc4ccc5[nH]ncc5c4)ncnc3[nH]2)CC1. Starting materials: ClC=1C=C2C=C(NC2=CC1Cl)/C=C/C(=O)OCC (ethyl (E)-3-(5,6-dichloroindol-2-yl)-2-propenoate), CC(C)C[AlH]CC(C)C (DIBAL). Solvent: C1CCOC1 (THF). Run at time 1 hour. Product: ClC=1C=C2C=C(NC2=CC1Cl)/C=C/CO ((E)-3-(5,6-Dichloroindol-2-yl)-2-propen-1-ol). The yield is 100.0%. RXN SMILES: [Cl:1][C:2]1[CH:3]=[C:4]2[C:8](=[CH:9][C:10]=1[Cl:11])[NH:7][C:6](/[CH:12]=[CH:13]/[C:14](OCC)=[O:15])=[CH:5]2.CC(C[AlH]CC(C)C)C>C1COCC1>[Cl:1][C:2]1[CH:3]=[C:4]2[C:8](=[CH:9][C:10]=1[Cl:11])[NH:7][C:6](/[CH:12]=[CH:13]/[CH2:14][OH:15])=[CH:5]2. Procedure details: To a solution of ethyl (E)-3-(5,6-dichloroindol-2-yl)-2-propenoate (28 g, 98.5 mmol) in dry THF (500 ml) stirred under argon at −20° DIBAL (1M solution in hexane, 200 mmol) was added dropwise while keeping the temperature below −20°. The stirring was continued for one hour, then the reaction was quenched with water (70 m). After warming to RT diethyl ether (350 m) was added and the suspension was filtered on a Celite pad. The pad was washed with diethyl ether (3×100 ml), then the pooled organic ... Starting materials: O=C1N(CCN1)C1=CC=C(C=C1)C12CC3CC(CC3(C1)NCC(=O)N1[C@@H](CCC1)C#N)C2 ((2S)-1-{N-[2-[4-(2-oxoimidazolidin-1-yl)phenyl]hexahydro-2,5-methanopentalen-3a(1H)-yl]glycyl}pyrrolidine-2-carbonitrile), CO (methanol), [Si](C)(C)(C)Cl (TMS-Cl). Conditions: time 30 minute. The product is hydrochloride salt, O=C1N(CCC1)C12CC3CC(CC3(C1)NCC(=O)N1[C@@H](CCC1)C#N)C2 ((2S)-1-{N-[2-(2-oxopyrrolidin-1-yl)hexahydro-2,5-methanopentalen-3a(1H)-yl]glycyl}pyrrolidine-2-carbonitrile). As a reaction SMILES: O=C1NCCN1C1C=CC([C:13]23[CH2:32][CH:17]4[CH2:18][C:19]([NH:21][CH2:22][C:23]([N:25]5[CH2:29][CH2:28][CH2:27][C@H:26]5[C:30]#[N:31])=[O:24])([CH2:20]2)[CH:15]([CH2:16]4)[CH2:14]3)=CC=1.[Si](Cl)(C)(C)C.[CH3:38][OH:39]>>[O:39]=[C:38]1[CH2:17][CH2:18][CH2:19][N:21]1[C:13]12[CH2:32][CH:17]3[CH2:18][C:19]([NH:21][CH2:22][C:23]([N:25]4[CH2:29][CH2:28][CH2:27][C@H:26]4[C:30]#[N:31])=[O:24])([CH2:20]1)[CH:15]([CH2:16]3)[CH2:14]2. Procedure details: To a stirred solution of the compound obtained from example 19 (36 mg, 0.1 mmol) in methanol (2 mL) cooled to 0° C. was added TMS-Cl (25 μL, 0.2 mmol). After 30 minutes, the volatiles were removed under reduced pressure and the residue was triturated several times with ether to obtain the hydrochloride salt of (2S)-1-{N-[2-(2-oxopyrrolidin-1-yl)hexahydro-2,5-methanopentalen-3a(1H)-yl]glycyl}pyrrolidine-2-carbonitrile as off-white solid (38 mg).